Task: describe an organic reaction: reactants, conditions, products, and yield. Dataset: the Open Reaction Database (ORD), a public repository of structured organic reaction records The reactants are FC1=C(C=CC(=C1)I)NC1=C(C(N(C(N1C)=O)C)=O)C(=O)OC1=CC=CC=C1 (Phenyl 6-(2-fluoro-4-iodophenylamino)-1,3-dimethyl-2,4-dioxo-1,2,3,4-tetrahydropyrimidine-5-carboxylate), N1(CCNCC1)CCO (2-(piperazin-1-yl)ethanol). Product: FC1=C(C=CC(=C1)I)NC1=C(C(N(C(N1C)=O)C)=O)C(=O)N1CCN(CC1)CCO (6-(2-Fluoro-4-iodophenylamino)-5-(4-(2-hydroxyethyl)piperazine-1-carbonyl)-1,3-dimethylpyrimidine-2,4(1H,3H)-dione). Reaction SMILES: [F:1][C:2]1[CH:7]=[C:6]([I:8])[CH:5]=[CH:4][C:3]=1[NH:9][C:10]1[N:15]([CH3:16])[C:14](=[O:17])[N:13]([CH3:18])[C:12](=[O:19])[C:11]=1[C:20](OC1C=CC=CC=1)=[O:21].[N:29]1([CH2:35][CH2:36][OH:37])[CH2:34][CH2:33][NH:32][CH2:31][CH2:30]1>>[F:1][C:2]1[CH:7]=[C:6]([I:8])[CH:5]=[CH:4][C:3]=1[NH:9][C:10]1[N:15]([CH3:16])[C:14](=[O:17])[N:13]([CH3:18])[C:12](=[O:19])[C:11]=1[C:20]([N:32]1[CH2:33][CH2:34][N:29]([CH2:35][CH2:36][OH:37])[CH2:30][CH2:31]1)=[O:21]. Procedure: Example 44 was synthesized following a similar procedure described in the synthesis of Example 5 by reaction of compound 2A and 2-(piperazin-1-yl)ethanol. 1H NMR (400 MHz, CDCl3) δ 7.55 (m, 2H) 6.95 (t, J=8.0 Hz, 1H) 4.17 (br, 1H) 3.86 (br, 3H) 3.54 (br, 5H) 3.33 (br, 1H) 3.28 (br, 5H) 3.10 (br, 2H) 2.37 (br, 1H). [M+H] calc'd for C19H23FIN5O4, 532; found, 532. Reactants: [OH-].[Na+] (sodium hydroxide), FC(C(=O)O)(F)F (trifluoroacetic acid), O1C(OCC1)CN1C(C=CC2=NC=C(C=C12)OC)=O (1-(1,3-dioxolan-2-ylmethyl)-7-methoxy-1,5-naphthyridin-2(1H)-one), resultant solution. The solvent is C(Cl)(Cl)Cl (chloroform). The product is COC1=CN=C2C=CC(N(C2=C1)CC=O)=O ((7-methoxy-2-oxo-1,5-naphthyridin-1(2H)-yl)acetaldehyde). Reaction SMILES: FC(F)(F)C(O)=O.[O:8]1CCO[CH:9]1[CH2:13][N:14]1[C:23]2[C:18](=[N:19][CH:20]=[C:21]([O:24][CH3:25])[CH:22]=2)[CH:17]=[CH:16][C:15]1=[O:26].[OH-].[Na+]>C(Cl)(Cl)Cl>[CH3:25][O:24][C:21]1[CH:22]=[C:23]2[C:18]([CH:17]=[CH:16][C:15](=[O:26])[N:14]2[CH2:13][CH:9]=[O:8])=[N:19][CH:20]=1 |f:2.3|. Procedure details: To 184 mL of 80% trifluoroacetic acid, 4.60 g of 1-(1,3-dioxolan-2-ylmethyl)-7-methoxy-1,5-naphthyridin-2(1H)-one was dissolved, and the resultant solution was stirred at room temperature for 11 hours and at 60° C. for 3.5 hours. The reaction mixture was charged with chloroform and alkalified with a 10% aqueous sodium hydroxide solution under cooling with ice. The organic layer was separated, and washed with an aqueous sodium chloride solution and dried over anhydrous magnesium sulfate, and the ... Reactants: OC(C#N)[C@H](CCCC)NC(=O)OC(C)(C)C ((2RS,3S)-2-hydroxy-3-[N-(2-methyl-2-propyloxycarbonyl)amino]heptanenitrile), Cl (hydrochloric acid), O1CCOCC1 (dioxane), OC(C#N)[C@H](CCCC)NC(=O)OC(C)(C)C ((2RS,3S)-2-hydroxy-3-[N-(2-methyl-2-propyloxycarbonyl)amino]heptanenitrile), OC(C#N)[C@H](CCCC)NC(=O)OC(C)(C)C ((2RS,3S)-2-hydroxy-3-[N-(2-methyl-2-propyloxycarbonyl)amino]heptanenitrile), di-tert-butyl carboxylate, O1CCOCC1 (dioxane), S(=O)(=O)(O)[O-].[K+] (potassium hydrogensulfate). Reaction conditions: time 3 hour. The product is OC(CC(=O)O)[C@H](CCCC)NC(=O)OC(C)(C)C ((2RS,3S)-2-hydroxy-3-[N-(2-methyl-2-propyloxy-carbonyl)amino]heptanecarboxylic acid). The yield is 47.0%. RXN SMILES: [OH:1][CH:2]([C@@H:5]([NH:10][C:11]([O:13][C:14]([CH3:17])([CH3:16])[CH3:15])=[O:12])[CH2:6][CH2:7][CH2:8][CH3:9])[C:3]#N.Cl.S([O-])(O)(=O)=[O:20].[K+].[O:25]1[CH2:30]COCC1>>[OH:1][CH:2]([C@@H:5]([NH:10][C:11]([O:13][C:14]([CH3:17])([CH3:16])[CH3:15])=[O:12])[CH2:6][CH2:7][CH2:8][CH3:9])[CH2:3][C:30]([OH:25])=[O:20] |f:2.3|. Procedure details: Subsequently, to 260 ml of dioxane solution of 38.7 g (160 mmol) of the (2RS,3S)-2-hydroxy-3-[N-(2-methyl-2-propyloxycarbonyl)amino]heptanenitrile, 133 ml of concentrated hydrochloric acid was added thereto and was stirred under the reflux condition. After 3 hours, the reaction solution was concentrated under reduced pressure. 100 ml of distilled water and 100 ml of dioxane were added to the residue. 100 ml of dioxane of 70 g (319 mmol) of di-tert-butyl carboxylate was added dropwise to the abov... Reactants: ClC1=CC=C(C=C1)S(=O)(=O)C(C1=CC=C(C=N1)C(=O)O)C1=C(C=CC(=C1)F)F ([6-[(4-Chlorophenylsulfonyl)-(2,5-difluorophenyl)methyl]pyridin-3-yl]carboxylic acid), S(=O)(Cl)Cl (thionyl chloride), Cl (hydrochloric acid), N (ammonia). Reagents/catalysts: CN(C=O)C (N,N-dimethylformamide). Solvent: ClCCl (dichloromethane), ClCCl (dichloromethane). Run at time 18 hour. Yields the product ClC1=CC=C(C=C1)S(=O)(=O)C(C1=NC=C(C(=O)N)C=C1)C1=C(C=CC(=C1)F)F (6-[(4-Chlorophenylsulfonyl)(2,5-difluorophenyl)methyl]nicotinamide). Yield: 46.0%. Reaction SMILES: Cl[C:2]1[CH:7]=[CH:6][C:5]([S:8]([CH:11]([C:21]2[CH:26]=[C:25]([F:27])[CH:24]=[CH:23][C:22]=2[F:28])[C:12]2[N:17]=[CH:16][C:15]([C:18](O)=O)=[CH:14][CH:13]=2)(=[O:10])=[O:9])=[CH:4][CH:3]=1.S(Cl)(Cl)=[O:30].[NH3:33].[ClH:34]>CN(C)C=O.ClCCl>[Cl:34][C:2]1[CH:7]=[CH:6][C:5]([S:8]([CH:11]([C:21]2[CH:26]=[C:25]([F:27])[CH:24]=[CH:23][C:22]=2[F:28])[C:12]2[CH:13]=[CH:14][C:15]([C:16]([NH2:17])=[O:30])=[CH:18][N:33]=2)(=[O:10])=[O:9])=[CH:4][CH:3]=1. Reported procedure: To a dichloromethane (4 ml) suspension of the [6-[(4-chlorophenylsulfonyl)(2,5-difluorophenyl)methyl]pyridin-3-yl]carboxylic acid (100 mg, 0.236 mmol) obtained in Example 50 were added thionyl chloride (1.00 ml) and N,N-dimethylformamide (one drop). The resulting mixture was stirred at room temperature for 18 hours. The reaction mixture was concentrated to dryness. The residue thus obtained was dissolved in dichloromethane (6 ml). A 28% aqueous ammonia (2 ml) was added to the resulting solution.... The reactants are OC1=NC=C(C=C1I)[N+](=O)[O-] (2-hydroxy-3-iodo-5-nitropyridine), N1N=CC=C1 (Pyrazole), C([O-])([O-])=O.[Cs+].[Cs+] (cesium carbonate), CN(CC(=O)O)C (N,N-dimethylglycine). The reagents and catalysts are [Cu](I)I (copper iodide). The solvent is C(C)(=O)OCC (ethyl acetate), O (water), CN(C(C)=O)C (N,N-dimethylacetamide). Run at temperature 90 celsius, time 2.5 hour. Product: OC1=NC=C(C=C1N1N=CC=C1)[N+](=O)[O-] (2-hydroxy-5-nitro-3-(1H-pyrazol-1-yl)pyridine). The yield is 22.6%. RXN SMILES: [NH:1]1[CH:5]=[CH:4][CH:3]=[N:2]1.C(=O)([O-])[O-].[Cs+].[Cs+].CN(C)CC(O)=O.[OH:19][C:20]1[C:25](I)=[CH:24][C:23]([N+:27]([O-:29])=[O:28])=[CH:22][N:21]=1>[Cu](I)I.C(OCC)(=O)C.O.CN(C)C(=O)C>[OH:19][C:20]1[C:25]([N:1]2[CH:5]=[CH:4][CH:3]=[N:2]2)=[CH:24][C:23]([N+:27]([O-:29])=[O:28])=[CH:22][N:21]=1 |f:1.2.3|. Reported procedure: Pyrazole (0.60 g), cesium carbonate (3.6 g), N,N-dimethylglycine (0.76 g), and copper iodide (I) (0.76 g) were added to an N,N-dimethylacetamide (20 ml) solution containing 2-hydroxy-3-iodo-5-nitropyridine (2.00 g) in a nitrogen atmosphere, followed by stirring at 90° C. for 2.5 hours. The reaction solution was adjusted to room temperature, water and ethyl acetate were added, and an insoluble precipitate was removed. The pH was adjusted to pH 2 with the addition of 6M hydrochloric acid. Then, or... Reactants: COC([C@@H](C)O)=O ((R)-2-Hydroxy-propionic acid methyl ester), C1CCOC1 (THF), [Li+].C[Si](C)(C)[N-][Si](C)(C)C (LiHMDS), ClC1=NC=CC=C1[N+](=O)[O-] (2-choro-3-nitro-pyridine). Run at temperature 60 celsius. Yields the product [N+](=O)([O-])C=1C(=NC=CC1)O[C@@H](C(=O)OC)C (methyl (2R)-2-[(3-nitro-2-pyridyl)oxy]propanoate). Reaction SMILES: [CH3:1][O:2][C:3](=[O:7])[C@H:4]([OH:6])[CH3:5].C1COCC1.[Li+].C[Si]([N-][Si](C)(C)C)(C)C.Cl[C:24]1[C:29]([N+:30]([O-:32])=[O:31])=[CH:28][CH:27]=[CH:26][N:25]=1>>[N+:30]([C:29]1[C:24]([O:6][C@H:4]([CH3:5])[C:3]([O:2][CH3:1])=[O:7])=[N:25][CH:26]=[CH:27][CH:28]=1)([O-:32])=[O:31] |f:2.3|. Reported procedure: To a solution of 5.3 g (50.5 mmol) (R)-2-Hydroxy-propionic acid methyl ester in THF 50.5 mL (1 M in THF; 50.5 mmol) LiHMDS is added drop wise. After 10 minutes of stirring 4.0 g (25.2 mmol) 2-choro-3-nitro-pyridine is added. The mixture is stirred at 60° C. over night. The solvent is evaporated and the residue take up EtOAc washed with water, dried and evaporated to give rise to methyl (2R)-2-[(3-nitro-2-pyridyl)oxy]propanoate